Dataset: the Open Reaction Database (ORD), a public repository of structured organic reaction records. Task: describe an organic reaction: reactants, conditions, products, and yield Procedure: 655 mg (6.1 mmol) 5-methyl-2-aminopyridin were placed in 12 ml methanol, and 874 mg (0.75 ml; 9.1 mmol) furan-2-carbaldehyde, 768 mg (0.86 ml; 7.0 mmol) cyclohexylisonitrile and 0.59 ml aqueous perchloric acid (20 m %) were then added and stirred at ambient temperature for 22 hours. 50 ml water and 40 ml DCM were added for processing purposes, stirred for 10 minutes, and the phases then separated. The aqueous phase was additionally extracted three times with 20 ml DCM in each case and the combin... Product: Cl.[Cl-].C(C)(=O)[N+]=1C(=C(N2C1C=CC=C2)NC2CCCCC2)C=2OC=CC2 (1-acetyl-3-cyclohexylamino-2-furan-2-yl-imidazo[1,2-a]pyridin-1-ium chloride hydrochloride). Conditions: time 22 hour. Solvent: C(Cl)Cl (DCM), C(Cl)Cl (DCM), O (water), CO (methanol). Reactants: O1C(=CC=C1)C=O (furan-2-carbaldehyde), C1(CCCCC1)[N+]#[C-] (cyclohexylisonitrile), Cl(=O)(=O)(=O)O (perchloric acid), CC=1C=CC(=NC1)N (5-methyl-2-aminopyridin), C(C)(=O)Cl (acetyl chloride). RXN SMILES: C[C:2]1[CH:3]=[CH:4][C:5]([NH2:8])=[N:6][CH:7]=1.[O:9]1[CH:13]=[CH:12][CH:11]=[C:10]1[CH:14]=O.[CH:16]1([N+:22]#[C-:23])[CH2:21][CH2:20][CH2:19][CH2:18][CH2:17]1.[Cl:24](O)(=O)(=O)=O.[C:29]([Cl:32])(=[O:31])[CH3:30]>CO.C(Cl)Cl.O>[ClH:24].[Cl-:32].[C:29]([N+:8]1[C:14]([C:10]2[O:9][CH:13]=[CH:12][CH:11]=2)=[C:23]([NH:22][CH:16]2[CH2:21][CH2:20][CH2:19][CH2:18][CH2:17]2)[N:6]2[CH:7]=[CH:2][CH:3]=[CH:4][C:5]=12)(=[O:31])[CH3:30] |f:8.9.10|. Starting materials: ClC(=O)[C@@H]1CC[C@H](CC1)C(=O)OC (methyl trans-4-(chlorocarbonyl)cyclohexanecarboxylate), BrC=1C=CC(=NC1)[Si](C)(C)C (5-bromo-2-(trimethylsilyl)pyridine). Run in CCCCCC (hexane). Reaction conditions: temperature 110 celsius, time 14 hour. Product: BrC=1C=CC(=NC1)C(=O)[C@@H]1CC[C@H](CC1)C(=O)OC (methyl trans-4-[(5-bromopyridin-2-yl)carbonyl]cyclohexanecarboxylate). RXN SMILES: Cl[C:2]([C@H:4]1[CH2:9][CH2:8][C@H:7]([C:10]([O:12][CH3:13])=[O:11])[CH2:6][CH2:5]1)=[O:3].[Br:14][C:15]1[CH:16]=[CH:17][C:18]([Si](C)(C)C)=[N:19][CH:20]=1>CCCCCC>[Br:14][C:15]1[CH:16]=[CH:17][C:18]([C:2]([C@H:4]2[CH2:9][CH2:8][C@H:7]([C:10]([O:12][CH3:13])=[O:11])[CH2:6][CH2:5]2)=[O:3])=[N:19][CH:20]=1. Procedure details: To a flask containing methyl trans-4-(chlorocarbonyl)cyclohexanecarboxylate (8.19 g, 40 mmol) was added 5-bromo-2-(trimethylsilyl)pyridine (8.4 g, 36.4 mmol). The resulting mixture was heated to 110° C. for 10 hours. The reaction was allowed to cool to 70° C., and hexane (30 mL) was added dropwise. The resulting mixture was stirred for 14 hours at room temperature, filtered, and the residue was washed with hexane (20 mL). The beige solid was dried under nitrogen to afford methyl trans-4-[(5-brom... Starting materials: B, C1CCOC1, CSC, CC(C)S(=O)(=O)CC#N, Cl. Product: CC(C)S(=O)(=O)CCN. As a reaction SMILES: [BH3:13].[CH2:15]1[O:16][CH2:17][CH2:18][CH2:19]1.[CH3:10][S:11][CH3:12].[CH:1]([CH3:2])([CH3:3])[S:4](=[O:5])(=[O:6])[CH2:7][C:8]#[N:9].[ClH:14]>>[CH:1]([CH3:2])([CH3:3])[S:4](=[O:5])(=[O:6])[CH2:7][CH2:8][NH2:9]. Reactants: CC1CC=2C(=C3C=CC=CC3=CC2)C1=O (2-methyl-2,3-dihydro-1H-cyclopenta[a]naphtalen-1-one), [H-].[H-].[H-].[H-].[Li+].[Al+3] (LiAlH4), aq. solution, Cl (HCl). Run in C1CCOC1 (THF), CCOCC (ether). Yields the product CC1CC=2C(=C3C=CC=CC3=CC2)C1O (2-methyl-2,3-dihydro-1H-cyclopenta[a]naphtalen-1-ol). Reaction SMILES: [CH3:1][CH:2]1[C:14](=[O:15])[C:5]2=[C:6]3[C:11](=[CH:12][CH:13]=[C:4]2[CH2:3]1)[CH:10]=[CH:9][CH:8]=[CH:7]3.[H-].[H-].[H-].[H-].[Li+].[Al+3].Cl>C1COCC1.CCOCC>[CH3:1][CH:2]1[CH:14]([OH:15])[C:5]2=[C:6]3[C:11](=[CH:12][CH:13]=[C:4]2[CH2:3]1)[CH:10]=[CH:9][CH:8]=[CH:7]3 |f:1.2.3.4.5.6|. Reported procedure: A solution of 2-methyl-2,3-dihydro-1H-cyclopenta[a]naphtalen-1-one (28.09 g, 0.143 mol) in 100 mL of THF was slowly added to a suspension of LiAlH4 (2.18 g, 58 mmol) in 200 mL of ether and refluxed for 2 h under stirring. The reaction mixture was subsequently transferred into a 2-L beaker and slowly hydrolyzed, under constant stirring, by dropwise addition of a 10% aq. solution of HCl until pH 5. The organic layer was separated, while the water layer was extracted with ether (3×100 mL). The orga... Reactants: residue, similar residue, FC1=CC2=C(N(C(CO2)=O)CCC)C=C1NC(=S)N1NCCCC1 (N-(7-fluoro-4-propyl-2H-1,4-benzoxazin-3(4H)-on-6-yl)aminothiocarbonylperhydropyridazine), N1=CC=CC=C1 (pyridine), C(=S)(Cl)Cl (thiophosgene). The solvent is C(Cl)Cl (methylene chloride). Run at time 18 hour. Yields the product FC1=CC2=C(N(C(CO2)=O)CCC)C=C1N=C1SC(N2CCCCN12)=S (9-(7-fluoro-4-propyl-2H-1,4-benzoxazin-3(4H)-on-6-yl)imino-8-thia-1,6-diazabicyclo[4.3.0]nonane-7-thione). Isolated yield 87.2%. Reaction SMILES: [F:1][C:2]1[C:15]([NH:16][C:17]([N:19]2[CH2:24][CH2:23][CH2:22][CH2:21][NH:20]2)=[S:18])=[CH:14][C:5]2[N:6]([CH2:11][CH2:12][CH3:13])[C:7](=[O:10])[CH2:8][O:9][C:4]=2[CH:3]=1.N1C=CC=CC=1.[C:31](Cl)(Cl)=[S:32]>C(Cl)Cl>[F:1][C:2]1[C:15]([N:16]=[C:17]2[N:19]3[N:20]([CH2:21][CH2:22][CH2:23][CH2:24]3)[C:31](=[S:32])[S:18]2)=[CH:14][C:5]2[N:6]([CH2:11][CH2:12][CH3:13])[C:7](=[O:10])[CH2:8][O:9][C:4]=2[CH:3]=1. Procedure: To a stirred, cold (-20°) solution of 12.0 g (0.0340 mole) of N-(7-fluoro-4-propyl-2H-1,4-benzoxazin-3(4H)-on-6-yl)aminothiocarbonylperhydropyridazine and 8.69 g (0.110 mole) of pyridine in 300 mL of methylene chloride was added dropwise 3.90 g (0.0340 mole) of thiophosgene. The resulting mixture was stirred at room temperature for approximately 18 hours. The reaction mixture was washed with dilute hydrochloric acid followed by an aqueous, saturated sodium chloride solution. The washed organic p... Reactants: O[C@H]1C[C@@H]2CC[C@H]3[C@@H]4CC[C@H](C(C)=O)[C@]4(CC[C@@H]3[C@]2(C[C@@H]1Br)C)C (3α-hydroxy-2β-bromo-5α-pregnan-20-one), C(C)(=O)OC(C)=O (acetic anhydride), O (water). Run in N1=CC=CC=C1 (pyridine). Conditions: time 8 hour. The product is C(C)(=O)O[C@H]1C[C@@H]2CC[C@H]3[C@@H]4CC[C@H](C(C)=O)[C@]4(CC[C@@H]3[C@]2(C[C@@H]1Br)C)C (3α-Acetoxy-2β-bromo-5α-pregnan-20-one). As a reaction SMILES: [OH:1][C@@H:2]1[C@@H:21]([Br:22])[CH2:20][C@@:19]2([CH3:23])[C@@H:4]([CH2:5][CH2:6][C@@H:7]3[C@@H:18]2[CH2:17][CH2:16][C@@:15]2([CH3:24])[C@H:8]3[CH2:9][CH2:10][C@@H:11]2[C:12](=[O:14])[CH3:13])[CH2:3]1.[C:25](OC(=O)C)(=[O:27])[CH3:26].O>N1C=CC=CC=1>[C:25]([O:1][C@@H:2]1[C@@H:21]([Br:22])[CH2:20][C@@:19]2([CH3:23])[C@@H:4]([CH2:5][CH2:6][C@@H:7]3[C@@H:18]2[CH2:17][CH2:16][C@@:15]2([CH3:24])[C@H:8]3[CH2:9][CH2:10][C@@H:11]2[C:12](=[O:14])[CH3:13])[CH2:3]1)(=[O:27])[CH3:26]. Procedure: A solution of 3α-hydroxy-2β-bromo-5α-pregnan-20-one (8.5 g.) in pyridine (25 ml.) was treated with acetic anhydride (12.5 ml.), and the mixture was allowed to stand at room temperature overnight. The reaction mixture was poured into water and the product was extracted with methylene chloride. The extract was washed with water, dried (Na2SO4) and evaporated. A portion (582 mg.) of the residue (8.5 g.) was purified by preparative thin layer chromatography and crystallisation from iso-propyl ether ...